describe an organic reaction: reactants, conditions, products, and yield From a dataset of the Open Reaction Database (ORD), a public repository of structured organic reaction records. The reactants are ClC=1C=C2C(=CC(OC2=CC1O)=O)CCl (6-Chloro-4-chloromethyl-7-hydroxycoumarin), BrC=1C=C2C(=CC(OC2=CC1O)=O)CCl (6-Bromo-4-chloromethyl-7-hydroxycoumarin). Yields the product C(C)(=O)OCC1=CC(OC2=CC(=C(C=C12)Cl)O)=O (6-Chloro-7-hydroxycoumarin-4-ylmethyl acetate). The yield is 28.0%. RXN SMILES: [Cl:1][C:2]1[CH:3]=[C:4]2[C:9](=[CH:10][C:11]=1[OH:12])[O:8][C:7](=[O:13])[CH:6]=[C:5]2[CH2:14]Cl.BrC1C=C2C(=CC=1O)[O:23][C:22](=[O:28])[CH:21]=C2CCl>>[C:22]([O:28][CH2:14][C:5]1[C:4]2[C:9](=[CH:10][C:11]([OH:12])=[C:2]([Cl:1])[CH:3]=2)[O:8][C:7](=[O:13])[CH:6]=1)(=[O:23])[CH3:21]. Reported procedure: This compound was prepared by the same method as compound 5, starting with compound 12 rather than compound 11, to yield 75.4 mg (0.281 mmol, 28% yield) of compound 4 as an oil. 1H NMR (CDCl3+5% CD3OD) δ 7.43 (1H, s), 6.85 (1H, s), 6.25 (1H, s), 5.16 (2H, s), 3.30 (1H, s), 2.14 (3H, s); MS (ES, negative) 267.2 and 269.1; UV (KMOPS, pH 7.2) λmax (ε) 370 nm (16,000 M−1cm−1). ps 3,6,8-Tribromo-4-chloromethyl-7-hydroxycoumarin (13). Starting materials: C(C)OC(C(=CCCC(C)C)C1=CC=C(C=C1)SC)=O (6-methyl-2-(4-methylsulfanyl-phenyl)-hept-2-enoic acid ethyl ester), OOS(=O)[O-].[K+] (oxone), CO (methanol). Yields the product C(C)OC(\C(=C\CCC(C)C)\C1=CC=C(C=C1)S(=O)(=O)C)=O ((E)-2-(4-Methanesulfonyl-phenyl)-6-methyl-hept-2-enoic acid ethyl ester). As a reaction SMILES: [CH2:1]([O:3][C:4](=[O:20])[C:5]([C:12]1[CH:17]=[CH:16][C:15](SC)=[CH:14][CH:13]=1)=[CH:6][CH2:7][CH2:8][CH:9]([CH3:11])[CH3:10])[CH3:2].O[O:22][S:23]([O-:25])=O.[K+].[CH3:27]O>>[CH2:1]([O:3][C:4](=[O:20])/[C:5](/[C:12]1[CH:13]=[CH:14][C:15]([S:23]([CH3:27])(=[O:25])=[O:22])=[CH:16][CH:17]=1)=[CH:6]/[CH2:7][CH2:8][CH:9]([CH3:10])[CH3:11])[CH3:2] |f:1.2|. Reported procedure: Following the method of example 54d, oxidation of 6-methyl-2-(4-methylsulfanyl-phenyl)-hept-2-enoic acid ethyl ester (320 mg, 1.09 mmol) with oxone® (0.87 mg, 1.4 mmol) in methanol gives the title compound as a yellow oil (327 mg). MS (m/e): 325 (M+H). Starting materials: C(C)(C)(C)OC(=O)N1CCN(CC1)C(=O)C=1C(=C(COC=2C=CC=C3C=CC(=NC23)C)C(=CC1)Cl)Cl (8-[3-[4-(tert-butoxycarbonyl)piperazine-1-carbonyl]-2,6-dichlorobenzyloxy]-2-methylquinoline), solution, Cl (hydrogen chloride). The solvent is C(C)(=O)OCC (ethyl acetate). Reaction conditions: time 40 minute. The product is Cl.Cl.ClC1=C(COC=2C=CC=C3C=CC(=NC23)C)C(=CC=C1C(=O)N1CCNCC1)Cl (8-[2,6-dichloro-3-(piperazine-1-carbonyl)benzyloxy]-2-methylquinoline dihydrochloride). Reaction SMILES: C(OC([N:8]1[CH2:13][CH2:12][N:11]([C:14]([C:16]2[C:17]([Cl:36])=[C:18]([C:32]([Cl:35])=[CH:33][CH:34]=2)[CH2:19][O:20][C:21]2[CH:22]=[CH:23][CH:24]=[C:25]3[C:30]=2[N:29]=[C:28]([CH3:31])[CH:27]=[CH:26]3)=[O:15])[CH2:10][CH2:9]1)=O)(C)(C)C.[ClH:37]>C(OCC)(=O)C>[ClH:35].[ClH:37].[Cl:36][C:17]1[C:16]([C:14]([N:11]2[CH2:10][CH2:9][NH:8][CH2:13][CH2:12]2)=[O:15])=[CH:34][CH:33]=[C:32]([Cl:35])[C:18]=1[CH2:19][O:20][C:21]1[CH:22]=[CH:23][CH:24]=[C:25]2[C:30]=1[N:29]=[C:28]([CH3:31])[CH:27]=[CH:26]2 |f:3.4.5|. Reported procedure: A mixture of 8-[3-[4-(tert-butoxycarbonyl)piperazine-1-carbonyl]-2,6-dichlorobenzyloxy]-2-methylquinoline (260 mg) and 4N solution of hydrogen chloride in ethyl acetate (2 ml) was stirred for 40 minutes at ambient temperature. The mixture was concentrated in vacuo, and the residue was crystallized from acetonitrile to give 8-[2,6-dichloro-3-(piperazine-1-carbonyl)benzyloxy]-2-methylquinoline dihydrochloride (227 mg) as pale yellow crystals. Reactants: BrC1=C(C=C(C=C1OC)C=1OC=CC1)OC (2-(4-bromo-3,5-dimethoxyphenyl)furan), CON(C(C(C1=CC=C(C=C1)C=1SC(=NN1)C)OC)=O)C (N,2-dimethoxy-N-methyl-2-(4-(5-methyl-1,3,4-thiadiazol-2-yl)phenyl)acetamide). Yields the product BrC1=C(C=C(C=C1OC)C1=CC=C(O1)C(C(C1=CC=C(C=C1)C=1SC(=NN1)C)OC)=O)OC (1-(5-(4-Bromo-3,5-dimethoxyphenyl)furan-2-yl)-2-methoxy-2-(4-(5-methyl-1,3,4-thiadiazol-2-yl)phenyl)ethanone), product. The yield is 15.0%. RXN SMILES: [Br:1][C:2]1[C:7]([O:8][CH3:9])=[CH:6][C:5]([C:10]2[O:11][CH:12]=[CH:13][CH:14]=2)=[CH:4][C:3]=1[O:15][CH3:16].CON(C)[C:20](=[O:36])[CH:21]([O:34][CH3:35])[C:22]1[CH:27]=[CH:26][C:25]([C:28]2[S:29][C:30]([CH3:33])=[N:31][N:32]=2)=[CH:24][CH:23]=1>>[Br:1][C:2]1[C:7]([O:8][CH3:9])=[CH:6][C:5]([C:10]2[O:11][C:12]([C:20](=[O:36])[CH:21]([O:34][CH3:35])[C:22]3[CH:23]=[CH:24][C:25]([C:28]4[S:29][C:30]([CH3:33])=[N:31][N:32]=4)=[CH:26][CH:27]=3)=[CH:13][CH:14]=2)=[CH:4][C:3]=1[O:15][CH3:16]. Reported procedure: 1-(5-(4-Bromo-3,5-dimethoxyphenyl)furan-2-yl)-2-methoxy-2-(4-(5-methyl-1,3,4-thiadiazol-2-yl)phenyl)ethanone was prepared from 2-(4-bromo-3,5-dimethoxyphenyl)furan and N,2-dimethoxy-N-methyl-2-(4-(5-methyl-1,3,4-thiadiazol-2-yl)phenyl)acetamide according to the procedure used in Example 30. Purification by chromatography (70% EtOAc/hexanes) gave the product as a pale yellow solid (0.044 g, 15% yield). MS: m/z 529.3 [M+H]+. The reactants are CN(C=O)C (N,N-dimethylformamide), ClC1=C(C(=CC=C1)F)C1=NN(C(=N1)C1=CC(=C(C=C1)O)Cl)C (3-(2-chloro-6-fluorophenyl)-5(3-chloro-4-hydroxyphenyl)-1-methyl-1H-1,2,4-triazole), C([O-])([O-])=O.[K+].[K+] (potassium carbonate), ClC1=C(CCl)C=CC(=C1)C(F)(F)F (2-chloro-4-trifluoromethylbenzyl chloride). Solvent: O (water). Product: ClC1=C(C(=CC=C1)F)C1=NN(C(=N1)C1=CC(=C(C=C1)OCC1=C(C=C(C=C1)C(F)(F)F)Cl)Cl)C (3-(2-chloro-6-fluorophenyl)-5-[3-chloro-4(2-chloro-4-trifluoromethylbenzyloxy)-phenyl]-1-methyl-1H-1,2,4-triazole). The yield is 72.8%. As a reaction SMILES: CN(C)C=O.[Cl:6][C:7]1[CH:12]=[CH:11][CH:10]=[C:9]([F:13])[C:8]=1[C:14]1[N:18]=[C:17]([C:19]2[CH:24]=[CH:23][C:22]([OH:25])=[C:21]([Cl:26])[CH:20]=2)[N:16]([CH3:27])[N:15]=1.C(=O)([O-])[O-].[K+].[K+].[Cl:34][C:35]1[CH:42]=[C:41]([C:43]([F:46])([F:45])[F:44])[CH:40]=[CH:39][C:36]=1[CH2:37]Cl>O>[Cl:6][C:7]1[CH:12]=[CH:11][CH:10]=[C:9]([F:13])[C:8]=1[C:14]1[N:18]=[C:17]([C:19]2[CH:24]=[CH:23][C:22]([O:25][CH2:37][C:36]3[CH:39]=[CH:40][C:41]([C:43]([F:44])([F:46])[F:45])=[CH:42][C:35]=3[Cl:34])=[C:21]([Cl:26])[CH:20]=2)[N:16]([CH3:27])[N:15]=1 |f:2.3.4|. Procedure: To 20 ml of N,N-dimethylformamide are added 3-(2-chloro-6-fluorophenyl)-5(3-chloro-4-hydroxyphenyl)-1-methyl-1H-1,2,4-triazole (0.70 g) and potassium carbonate (0.31 g) and 2-chloro-4-trifluoromethylbenzyl chloride (0.50 g) is added thereto at room temperature with stirring, which is stirred at 120° C. for 5 hours. On completion of the reaction, the reaction solution is cooled to room temperature, poured into water and extracted with ethyl acetate. The organic layer is washed with water, dried o... The reactants are COCC(C)O, CCl, CC(C)OC(=O)N=NC(=O)OC(C)C, COC(=O)c1cc(O)cc(OCc2ccccc2C)c1, c1ccc(P(c2ccccc2)c2ccccc2)cc1. Product: COCC(C)Oc1cc(OCc2ccccc2C)cc(C(=O)OC)c1. RXN SMILES: [CH3:54][O:55][CH2:56][CH:57]([CH3:58])[OH:59].[Cl:60][CH3:61].[O:40]=[C:41]([O:42][CH:43]([CH3:44])[CH3:45])[N:46]=[N:47][C:48]([O:49][CH:50]([CH3:51])[CH3:52])=[O:53].[OH:1][c:2]1[cH:3][c:4]([C:5](=[O:6])[O:7][CH3:8])[cH:9][c:10]([O:12][CH2:13][c:14]2[c:15]([CH3:20])[cH:16][cH:17][cH:18][cH:19]2)[cH:11]1.[c:21]1([P:22]([c:23]2[cH:24][cH:25][cH:26][cH:27][cH:28]2)[c:29]2[cH:30][cH:31][cH:32][cH:33][cH:34]2)[cH:35][cH:36][cH:37][cH:38][cH:39]1>>[O:1]([c:2]1[cH:3][c:4]([C:5](=[O:6])[O:7][CH3:8])[cH:9][c:10]([O:12][CH2:13][c:14]2[c:15]([CH3:20])[cH:16][cH:17][cH:18][cH:19]2)[cH:11]1)[CH:57]([CH2:56][O:55][CH3:54])[CH3:58]. The reactants are CCOc1nc2cccc(CBr)c2c(=O)o1, [Li]C, [I-], C1CCOC1. Yields the product CCOc1nc2cccc(CC)c2c(=O)o1. Reaction SMILES: [CH2:4]([CH3:5])[O:6][c:7]1[n:8][c:9]2[c:10]([c:11](=[O:13])[o:12]1)[c:14]([CH2:18][Br:19])[cH:15][cH:16][cH:17]2.[CH3:1][Li:2].[I-:3].[O:20]1[CH2:21][CH2:22][CH2:23][CH2:24]1>>[CH3:1][CH2:18][c:14]1[c:10]2[c:9]([n:8][c:7]([O:6][CH2:4][CH3:5])[o:12][c:11]2=[O:13])[cH:17][cH:16][cH:15]1. Reactants: [N+](=O)([O-])C1=C(C=CC(=C1)[N+](=O)[O-])Cl (2,4-dinitrochlorobenzene), C(#N)NC(=NCCS)NC (N-cyano-N'-methyl-N"-(2-mercaptoethyl)guanidine). Run in C(C)O (ethanol), C(C)O (ethanol). Product: C(#N)NC(=NCCSC1=C(C=C(C=C1)[N+](=O)[O-])[N+](=O)[O-])NC (N-cyano-N'-methyl-N"-[S-(2,4-dinitrophenyl)-2-mercaptoethyl]guanidine). RXN SMILES: [N+:1]([C:4]1[CH:9]=[C:8]([N+:10]([O-:12])=[O:11])[CH:7]=[CH:6][C:5]=1Cl)([O-:3])=[O:2].[C:14]([NH:16][C:17]([NH:22][CH3:23])=[N:18][CH2:19][CH2:20][SH:21])#[N:15]>C(O)C>[C:14]([NH:16][C:17]([NH:22][CH3:23])=[N:18][CH2:19][CH2:20][S:21][C:5]1[CH:6]=[CH:7][C:8]([N+:10]([O-:12])=[O:11])=[CH:9][C:4]=1[N+:1]([O-:3])=[O:2])#[N:15]. Procedure: A solution of cysteamine hydrochloride (5.68 g) in water (20 ml) was added to a suspension of N-cyano-N,S-dimethylisothiourea (6.46 g) in ethanol (100 ml). A solution of sodium hydroxide (4.0 g) in water (20 ml) was added to the mixture and the suspension was heated under reflux for one hour. The resulting clear solution was concentrated to remove ethanol, a little more water was added and the alkaline aqueous solution was extracted with ethyl acetate. The aqueous solution was adjusted to pH4 wi...